From a dataset of the Open Reaction Database (ORD), a public repository of structured organic reaction records. describe an organic reaction: reactants, conditions, products, and yield Starting materials: NC=1C(=CC2=C(C(CN(CC2)C)C2=CC=CC=C2)C1)Cl (8-amino-7-chloro-3-methyl-1-phenyl-2,3,4,5-tetrahydro-1H-3-benzazepine), C(C)(=O)OC(C)=O (acetic anhydride). Reagents/catalysts: CN(C1=CC=NC=C1)C (4-dimethylaminopyridine). Run in C(Cl)Cl (methylene chloride). Conditions: time 2 hour. Yields the product C(C)(=O)NC=1C(=CC2=C(C(CN(CC2)C)C2=CC=CC=C2)C1)Cl (8-Acetamido-7-chloro-3-methyl-1-phenyl-2,3,4,5-tetrahydro-1H-3-benzazepine). As a reaction SMILES: [NH2:1][C:2]1[C:3]([Cl:20])=[CH:4][C:5]2[CH2:11][CH2:10][N:9]([CH3:12])[CH2:8][CH:7]([C:13]3[CH:18]=[CH:17][CH:16]=[CH:15][CH:14]=3)[C:6]=2[CH:19]=1.[C:21](OC(=O)C)(=[O:23])[CH3:22]>C(Cl)Cl.CN(C)C1C=CN=CC=1>[C:21]([NH:1][C:2]1[C:3]([Cl:20])=[CH:4][C:5]2[CH2:11][CH2:10][N:9]([CH3:12])[CH2:8][CH:7]([C:13]3[CH:18]=[CH:17][CH:16]=[CH:15][CH:14]=3)[C:6]=2[CH:19]=1)(=[O:23])[CH3:22]. Reported procedure: 3.4 g of 8-amino-7-chloro-3-methyl-1-phenyl-2,3,4,5-tetrahydro-1H-3-benzazepine in 50 ml of methylene chloride was treated with 4 ml of acetic anhydride followed by addition of 10 mg. of 4-dimethylaminopyridine. The resulting mixture was stirred at room temperature for 2 hours, and the solvent was removed in vacuo. The residue was stirred with a mixture of ether and sodium bicarbonate solution for 1 hour. The ether layer was separated, dried over sodium sulfate and evaporated in vacuo. The resul... Starting materials: C(C1=CC=CC=C1)OC=1C=C2C=C(NC2=CC1)C(=O)OCC (ethyl 5-benzyloxyindole-2-carboxylate), BrBr (bromine). Run in CN(C)C=O (DMF), CN(C)C=O (DMF). Conditions: time 20 minute. Product: C(C1=CC=CC=C1)OC=1C=C2C(=C(NC2=CC1)C(=O)OCC)Br (ethyl 5-benzyloxy-3-bromoindole-2-carboxylate). Isolated yield 70.8%. RXN SMILES: [CH2:1]([O:8][C:9]1[CH:10]=[C:11]2[C:15](=[CH:16][CH:17]=1)[NH:14][C:13]([C:18]([O:20][CH2:21][CH3:22])=[O:19])=[CH:12]2)[C:2]1[CH:7]=[CH:6][CH:5]=[CH:4][CH:3]=1.[Br:23]Br>CN(C=O)C>[CH2:1]([O:8][C:9]1[CH:10]=[C:11]2[C:15](=[CH:16][CH:17]=1)[NH:14][C:13]([C:18]([O:20][CH2:21][CH3:22])=[O:19])=[C:12]2[Br:23])[C:2]1[CH:3]=[CH:4][CH:5]=[CH:6][CH:7]=1. Procedure details: To a suspension of ethyl 5-benzyloxyindole-2-carboxylate (21.9 g, 74.0 mmol) in DMF (30 mL) was added dropwise over 10 min a solution of bromine (11.83 g, 74.0 mmol, 3.8 mL) in DMF (40 mL). After stirring an additional 20 min at room temperature, the solution was partitioned between 3 N HCl and ethyl acetate. The organic layer was washed sequentially with water, saturated aqueous sodium bicarbonate, water and saturated brine, then dried (MgSO4), filtered and concentrated to leave a white solid. ... Reactants: C(C1=CC=CC=C1)OC=1C(=CC(=C(OC2=CC=NC3=CC(=C(C=C23)OC)OCCCN2CCOCC2)C1)F)C (4-(5-benzyloxy-2-fluoro-4-methylphenoxy)-6-methoxy-7-(3-morpholinopropoxy)quinoline). Reagents/catalysts: [Pd] (palladium-on-charcoal). The solvent is CN(C)C=O (DMF), CO (methanol). Conditions: time 3 hour. Product: FC1=C(OC2=CC=NC3=CC(=C(C=C23)OC)OCCCN2CCOCC2)C=C(C(=C1)C)O (4-(2-fluoro-5-hydroxy-4-methylphenoxy)-6-methoxy-7-(3-morpholinopropoxy)quinoline). Isolated yield 60.6%. As a reaction SMILES: C([O:8][C:9]1[C:10]([CH3:39])=[CH:11][C:12]([F:38])=[C:13]([CH:37]=1)[O:14][C:15]1[C:24]2[C:19](=[CH:20][C:21]([O:27][CH2:28][CH2:29][CH2:30][N:31]3[CH2:36][CH2:35][O:34][CH2:33][CH2:32]3)=[C:22]([O:25][CH3:26])[CH:23]=2)[N:18]=[CH:17][CH:16]=1)C1C=CC=CC=1>[Pd].CN(C=O)C.CO>[F:38][C:12]1[CH:11]=[C:10]([CH3:39])[C:9]([OH:8])=[CH:37][C:13]=1[O:14][C:15]1[C:24]2[C:19](=[CH:20][C:21]([O:27][CH2:28][CH2:29][CH2:30][N:31]3[CH2:32][CH2:33][O:34][CH2:35][CH2:36]3)=[C:22]([O:25][CH3:26])[CH:23]=2)[N:18]=[CH:17][CH:16]=1. Procedure: A mixture of 4-(5-benzyloxy-2-fluoro-4-methylphenoxy)-6-methoxy-7-(3-morpholinopropoxy)quinoline (274 mg, 0.5 mmol) and 10% palladium-on-charcoal catalyst (274 mg) in DMF (10 ml) and methanol (10 ml) was stirred under hydrogen at 5 atmospheres pressure for 3 hours. The catalyst was removed by filtration through diatomaceous earth and the solvent removed by evaporation. The resulting solid was suspended in ether, collected by filtration and washed with methylene chloride and isopropanol to give 4... Reactants: ClC=1C=C(CN)C=CC1Cl (3,4-dichlorobenzylamine), COC(C1=CC=C(C=C1)C=1N=C(C2=C(N1)SC(=C2)CC)Cl)=O (4-(4-chloro-6-ethyl-thieno-[2,3-d]-pyrimidin-2-yl)-benzoic acid methylester). Yields the product COC(C1=CC=C(C=C1)C=1N=C(C2=C(N1)SC(=C2)CC)NCC2=CC(=C(C=C2)Cl)Cl)=O (4-[4-(3,4-dichlorobenzylamino)-6-ethyl-thieno-[2,3-d]-pyrimidin-2-yl]-benzoic acid methylester). Reaction SMILES: [Cl:1][C:2]1[CH:3]=[C:4]([CH:7]=[CH:8][C:9]=1[Cl:10])[CH2:5][NH2:6].[CH3:11][O:12][C:13](=[O:32])[C:14]1[CH:19]=[CH:18][C:17]([C:20]2[N:21]=[C:22](Cl)[C:23]3[CH:28]=[C:27]([CH2:29][CH3:30])[S:26][C:24]=3[N:25]=2)=[CH:16][CH:15]=1>>[CH3:11][O:12][C:13](=[O:32])[C:14]1[CH:15]=[CH:16][C:17]([C:20]2[N:21]=[C:22]([NH:6][CH2:5][C:4]3[CH:7]=[CH:8][C:9]([Cl:10])=[C:2]([Cl:1])[CH:3]=3)[C:23]3[CH:28]=[C:27]([CH2:29][CH3:30])[S:26][C:24]=3[N:25]=2)=[CH:18][CH:19]=1. Reported procedure: The reaction procedure as above wherein 3,4-dichlorobenzylamine is reacted with 4-(4-chloro-6-ethyl-thieno-[2,3-d]-pyrimidin-2-yl)-benzoic acid methylester yields 4-[4-(3,4-dichlorobenzylamino)-6-ethyl-thieno-[2,3-d]-pyrimidin-2-yl]-benzoic acid methylester. The reactants are hydrochloric acid ice water, [OH-].[Na+] (sodium hydroxide), OC1=CC2=C(N=C(S2)S(=O)(=O)N)C=C1 (6-hydroxybenzothiazole-2-sulfonamide), C(C=C)Br (allyl bromide). The solvent is CO (methanol), CN(C=O)C (dimethylformamide). Run at time 18 hour. The product is C(C=C)OC1=CC2=C(N=C(S2)S(=O)(=O)N)C=C1 (6-(Allyloxy)benzothiazole-2-sulfonamide). Reaction SMILES: [OH-].[Na+].[OH:3][C:4]1[CH:16]=[CH:15][C:7]2[N:8]=[C:9]([S:11]([NH2:14])(=[O:13])=[O:12])[S:10][C:6]=2[CH:5]=1.[CH2:17](Br)[CH:18]=[CH2:19]>CO.CN(C)C=O>[CH2:19]([O:3][C:4]1[CH:16]=[CH:15][C:7]2[N:8]=[C:9]([S:11]([NH2:14])(=[O:13])=[O:12])[S:10][C:6]=2[CH:5]=1)[CH:18]=[CH2:17] |f:0.1|. Procedure: A solution of sodium hydroxide (8.0 gm, 0.2 ml) in methanol (170 mL) was added dropwise to a solution of 6-hydroxybenzothiazole-2-sulfonamide (23.0 gm, 0.1 mol) and allyl bromide (10.0 mL, 0.12 mol) in dry dimethylformamide (100 mL). This mixture was stirred at room temperature for 16-20 hours and then poured into hydrochloric acid-ice water. The precipitate was collected by filtration, dissolved in ethyl acetate, washed with water, dried (Na2SO4) and evaporated. This residue was triturated with... Reactants: NC(CCCC(=O)OC)C1=C(C=CC=C1OC)OC (methyl 5-amino-5-(2,6-dimethoxyphenyl)pentanoate), N1=C(N=CC=C1)C=1C=C(C=O)C=CC1 (3-(pyrimidin-2-yl)benzaldehyde). Yields the product COC1=C(C(=CC=C1)OC)C1CCCC(N1CC1=CC(=CC=C1)C1=NC=CC=N1)=O (6-(2,6-dimethoxyphenyl)-1-(3-(pyrimidin-2-yl)benzyl)piperidin-2-one). Reaction SMILES: [NH2:1][CH:2]([C:10]1[C:15]([O:16][CH3:17])=[CH:14][CH:13]=[CH:12][C:11]=1[O:18][CH3:19])[CH2:3][CH2:4][CH2:5][C:6]([O:8]C)=O.[N:20]1[CH:25]=[CH:24][CH:23]=[N:22][C:21]=1[C:26]1[CH:27]=[C:28]([CH:31]=[CH:32][CH:33]=1)[CH:29]=O>>[CH3:19][O:18][C:11]1[CH:12]=[CH:13][CH:14]=[C:15]([O:16][CH3:17])[C:10]=1[CH:2]1[N:1]([CH2:29][C:28]2[CH:31]=[CH:32][CH:33]=[C:26]([C:21]3[N:20]=[CH:25][CH:24]=[CH:23][N:22]=3)[CH:27]=2)[C:6](=[O:8])[CH2:5][CH2:4][CH2:3]1. Procedure details: Prepared according to the described general procedure 1 (GP1) by reaction of methyl 5-amino-5-(2,6-dimethoxyphenyl)pentanoate with commercially available 3-(pyrimidin-2-yl)benzaldehyde. Subsequent purification by preparative HPLC afforded the target compound. LC-MS (conditions A): tR=0.78 min.; [M+H]+: 404.37 g/mol. The reactants are O=C(c1ncc[nH]1)c1ncc[nH]1, CS(C)=O, COc1ccc(C(=O)O)cc1OCCc1ccc(Cl)cc1Cl, Cl, N=C(N)N1CCC(CN)CC1, CN(C)C=O. The product is COc1ccc(C(=O)NCC2CCN(C(=N)N)CC2)cc1OCCc1ccc(Cl)cc1Cl. RXN SMILES: [C:23]([c:24]1[nH:25][cH:26][cH:27][n:28]1)([c:29]1[nH:30][cH:31][cH:32][n:33]1)=[O:34].[CH3:47][S:48]([CH3:49])=[O:50].[Cl:1][c:2]1[c:3]([CH2:9][CH2:10][O:11][c:12]2[cH:13][c:14]([C:15](=[O:16])[OH:17])[cH:18][cH:19][c:20]2[O:21][CH3:22])[cH:4][cH:5][c:6]([Cl:8])[cH:7]1.[ClH:35].[NH2:36][CH2:37][CH:38]1[CH2:39][CH2:40][N:41]([C:44](=[NH:45])[NH2:46])[CH2:42][CH2:43]1.[O:51]=[CH:52][N:53]([CH3:54])[CH3:55]>>[Cl:1][c:2]1[c:3]([CH2:9][CH2:10][O:11][c:12]2[cH:13][c:14]([C:15](=[O:17])[NH:36][CH2:37][CH:38]3[CH2:39][CH2:40][N:41]([C:44](=[NH:45])[NH2:46])[CH2:42][CH2:43]3)[cH:18][cH:19][c:20]2[O:21][CH3:22])[cH:4][cH:5][c:6]([Cl:8])[cH:7]1. Starting materials: C1(=CC=CC2=CC=CC=C12)B(O)O (naphthalen-1-ylboronic acid), BrC1=CN(C2=CC(=CC=C12)S(=O)(=O)N(C1=NC=NS1)CC1=C(C=C(C=C1)OC)OC)C (3-bromo-N-(2,4-dimethoxybenzyl)-1-methyl-N-(1,2,4-thiadiazol-5-yl)-1H-indole-6-sulfonamide). Yields the product CN1C=C(C2=CC=C(C=C12)S(=O)(=O)NC1=NC=NS1)C1=CC=CC2=CC=CC=C12 (1-methyl-3-(naphthalen-1-yl)-N-(1,2,4-thiadiazol-5-yl)-1H-indole-6-sulfonamide). As a reaction SMILES: [C:1]1(B(O)O)[C:10]2[C:5](=[CH:6][CH:7]=[CH:8][CH:9]=2)[CH:4]=[CH:3][CH:2]=1.Br[C:15]1[C:23]2[C:18](=[CH:19][C:20]([S:24]([N:27](CC3C=CC(OC)=CC=3OC)[C:28]3[S:32][N:31]=[CH:30][N:29]=3)(=[O:26])=[O:25])=[CH:21][CH:22]=2)[N:17]([CH3:44])[CH:16]=1>>[CH3:44][N:17]1[C:18]2[C:23](=[CH:22][CH:21]=[C:20]([S:24]([NH:27][C:28]3[S:32][N:31]=[CH:30][N:29]=3)(=[O:25])=[O:26])[CH:19]=2)[C:15]([C:1]2[C:10]3[C:5](=[CH:6][CH:7]=[CH:8][CH:9]=3)[CH:4]=[CH:3][CH:2]=2)=[CH:16]1. Reported procedure: The title compound was prepared in an analogous manner to that described in Example 28 using naphthalen-1-ylboronic acid and 3-bromo-N-(2,4-dimethoxybenzyl)-1-methyl-N-(1,2,4-thiadiazol-5-yl)-1H-indole-6-sulfonamide, and the desired product, 1-methyl-3-(naphthalen-1-yl)-N-(1,2,4-thiadiazol-5-yl)-1H-indole-6-sulfonamide, was isolated as an off-white solid. 1H NMR (500 MHz, DMSO-d6) δ ppm 3.98 (s, 3 H) 7.37 (d, J=8.36 Hz, 1 H) 7.44-7.48 (m, 2 H) 7.51-7.62 (m, 3 H) 7.80 (s, 1 H) 7.93 (dd, J=8.19, 4... The reactants are C(C1=CC=CC=C1)(=O)NC(Br)P(OCC)(=O)C(NC(C1=CC=CC=C1)=O)Br (Ethyl bis(N-benzoylamino(bromo)methyl)phosphinate), P(OCC)(OCC)OCC (triethyl phosphite). Procedure details: A solution of the bromide 7 (195 mg; 0.38 mmol) and triethyl phosphite (130 μl; 0.76 mmol) in abs. THF (50 ml) is concentrated under reduced pressure after stirring at room temperature for 4 hours. A mixture of the diastereomeric phosphinic acid esters 14 (145 mg, 64% of theory after recrystallization from ethyl acetate) is obtained. Product: C(C1=CC=CC=C1)(=O)NC(P(=O)(OCC)OCC)P(OCC)(=O)C(NC(C1=CC=CC=C1)=O)P(=O)(OCC)OCC (Ethyl bis(N-benzoylamino(diethoxyphosphoryl)methyl)phosphinate). Reaction SMILES: [C:1]([NH:9][CH:10]([P:12]([CH:17](Br)[NH:18][C:19](=[O:26])[C:20]1[CH:25]=[CH:24][CH:23]=[CH:22][CH:21]=1)(=[O:16])[O:13][CH2:14][CH3:15])Br)(=[O:8])[C:2]1[CH:7]=[CH:6][CH:5]=[CH:4][CH:3]=1.[P:28]([O:35]CC)([O:32][CH2:33][CH3:34])[O:29][CH2:30][CH3:31]>>[C:1]([NH:9][CH:10]([P:12]([CH:17]([P:28]([O:29][CH2:30][CH3:31])([O:32][CH2:33][CH3:34])=[O:35])[NH:18][C:19](=[O:26])[C:20]1[CH:25]=[CH:24][CH:23]=[CH:22][CH:21]=1)(=[O:16])[O:13][CH2:14][CH3:15])[P:28]([O:32][CH2:33][CH3:34])([O:29][CH2:30][CH3:31])=[O:35])(=[O:8])[C:2]1[CH:7]=[CH:6][CH:5]=[CH:4][CH:3]=1. Reaction conditions: time 4 hour. Starting materials: Cc1ccccc1-n1c(CN(C)c2ncnc3c2ncn3C2CCCCO2)cc2cccc(C)c2c1=O, CO, [Na+], O=C([O-])O. Product: Cc1ccccc1-n1c(CN(C)c2ncnc3[nH]cnc23)cc2cccc(C)c2c1=O. Reaction SMILES: [CH3:1][c:2]1[cH:3][cH:4][cH:5][c:6]2[cH:7][c:8]([CH2:20][N:21]([c:22]3[c:23]4[n:24][cH:25][n:26]([CH:31]5[CH2:32][CH2:33][CH2:34][CH2:35][O:36]5)[c:27]4[n:28][cH:29][n:30]3)[CH3:37])[n:9](-[c:13]3[c:14]([CH3:19])[cH:15][cH:16][cH:17][cH:18]3)[c:10](=[O:12])[c:11]12.[CH3:43][OH:44].[Na+:42].[O-:38][C:39]([OH:40])=[O:41]>>[CH3:1][c:2]1[cH:3][cH:4][cH:5][c:6]2[cH:7][c:8]([CH2:20][N:21]([c:22]3[c:23]4[n:24][cH:25][nH:26][c:27]4[n:28][cH:29][n:30]3)[CH3:37])[n:9](-[c:13]3[c:14]([CH3:19])[cH:15][cH:16][cH:17][cH:18]3)[c:10](=[O:12])[c:11]12.